describe an organic reaction: reactants, conditions, products, and yield From a dataset of the Open Reaction Database (ORD), a public repository of structured organic reaction records. Starting materials: BrCC1=CC=C(C=N1)C(=O)NC1=CC(=C(C=C1)Cl)C1=NC=CC=C1 (6-(bromomethyl)-N-(4-chloro-3-(pyridin-2-yl)phenyl)pyridine-3-carboxamide), CS(=O)C (DMSO), C(C)(=O)N1CCNCC1 (N-acetylpiperazine). The product is C(C)(=O)N1CCN(CC1)CC1=CC=C(C(=O)NC2=CC(=C(C=C2)Cl)C2=NC=CC=C2)C=C1 (4-((4-acetylpiperazin-1-yl)methyl)-N-(4-chloro-3-(pyridin-2-yl)phenyl)benzamide). RXN SMILES: Br[CH2:2][C:3]1N=[CH:7][C:6]([C:9]([NH:11][C:12]2[CH:17]=[CH:16][C:15]([Cl:18])=[C:14]([C:19]3[CH:24]=[CH:23][CH:22]=[CH:21][N:20]=3)[CH:13]=2)=[O:10])=[CH:5][CH:4]=1.[C:25]([N:28]1[CH2:33][CH2:32][NH:31][CH2:30][CH2:29]1)(=[O:27])[CH3:26].[CH3:34]S(C)=O>>[C:25]([N:28]1[CH2:33][CH2:32][N:31]([CH2:2][C:3]2[CH:34]=[CH:7][C:6]([C:9]([NH:11][C:12]3[CH:17]=[CH:16][C:15]([Cl:18])=[C:14]([C:19]4[CH:24]=[CH:23][CH:22]=[CH:21][N:20]=4)[CH:13]=3)=[O:10])=[CH:5][CH:4]=2)[CH2:30][CH2:29]1)(=[O:27])[CH3:26]. Procedure details: 6-(bromomethyl)-N-(4-chloro-3-(pyridin-2-yl)phenyl)pyridine-3-carboxamide (85 mg) was dissolved in DMSO (1 mL) and stirred for 1 h with N-acetylpiperazine. The reaction mixture was concentrated, and the crude residue was purified by revered phase HPLC to yield 4-((4-acetylpiperazin-1-yl)methyl)-N-(4-chloro-3-(pyridin-2-yl)phenyl)benzamide. MS (Q1) 449.1 (M)+. The reactants are O=C([O-])[O-], Cn1ccc(NC(=O)c2cc(O)c3c(c2)OC(C)(C)C3)n1, COC(=O)c1ccc(F)cn1, [Cs+], [Cs+], CN(C)C=O. Reaction SMILES: [C:33](=[O:34])([O-:35])[O-:36].[CH3:12][n:13]1[n:14][c:15]([NH:18][C:19](=[O:20])[c:21]2[cH:22][c:23]3[c:24]([c:30]([OH:32])[cH:31]2)[CH2:25][C:26]([CH3:28])([CH3:29])[O:27]3)[cH:16][cH:17]1.[CH3:1][O:2][C:3](=[O:4])[c:5]1[n:6][cH:7][c:8]([F:11])[cH:9][cH:10]1.[Cs+:37].[Cs+:38].[O:39]=[CH:40][N:41]([CH3:42])[CH3:43]>>[CH3:1][O:2][C:3](=[O:4])[c:5]1[n:6][cH:7][c:8]([O:32][c:30]2[c:24]3[c:23]([cH:22][c:21]([C:19]([NH:18][c:15]4[n:14][n:13]([CH3:12])[cH:17][cH:16]4)=[O:20])[cH:31]2)[O:27][C:26]([CH3:28])([CH3:29])[CH2:25]3)[cH:9][cH:10]1. Product: COC(=O)c1ccc(Oc2cc(C(=O)Nc3ccn(C)n3)cc3c2CC(C)(C)O3)cn1. The reactants are COC(=O)c1cc(Br)cc(Br)c1F, COC(=O)c1cc(N2CCCC2=O)cc(N2CCCC2=O)c1. Product: COC(=O)c1cc(N2CCCC2=O)cc(N2CCCC2=O)c1F. RXN SMILES: [Br:23][c:24]1[c:25]([F:35])[c:26]([C:31]([O:32][CH3:33])=[O:34])[cH:27][c:28]([Br:29])[cH:30]1.[CH3:1][O:2][C:3]([c:4]1[cH:5][c:6]([N:16]2[C:17](=[O:21])[CH2:18][CH2:19][CH2:20]2)[cH:7][c:8]([N:10]2[C:11](=[O:15])[CH2:12][CH2:13][CH2:14]2)[cH:9]1)=[O:22]>>[CH3:1][O:2][C:3]([c:4]1[c:5]([F:35])[c:6]([N:16]2[C:17](=[O:21])[CH2:18][CH2:19][CH2:20]2)[cH:7][c:8]([N:10]2[C:11](=[O:15])[CH2:12][CH2:13][CH2:14]2)[cH:9]1)=[O:22]. The product is NC(=O)c1cn(-c2ccccc2)nc1-c1ccc([N+](=O)[O-])o1. RXN SMILES: [Cl:50][CH:51]([Cl:52])[CH3:53].[N+:1](=[O:2])([O-:3])[c:4]1[cH:5][cH:6][c:7](-[c:9]2[n:10][n:11](-[c:17]3[cH:18][cH:19][cH:20][cH:21][cH:22]3)[cH:12][c:13]2[C:14](=[O:15])[OH:16])[o:8]1.[N+:28]([c:29]1[o:30][c:31](-[c:32]2[c:33]([C:34]([Cl:35])=[O:36])[cH:37][n:38](-[c:39]3[cH:40][cH:41][cH:42][cH:43][cH:44]3)[n:45]2)[cH:46][cH:47]1)([O-:48])=[O:49].[P:23]([Cl:24])([Cl:25])([Cl:26])=[O:27]>>[N+:1](=[O:2])([O-:3])[c:4]1[cH:5][cH:6][c:7](-[c:9]2[n:10][n:11](-[c:17]3[cH:18][cH:19][cH:20][cH:21][cH:22]3)[cH:12][c:13]2[C:14](=[O:15])[NH2:28])[o:8]1. Starting materials: CC(Cl)Cl, O=C(O)c1cn(-c2ccccc2)nc1-c1ccc([N+](=O)[O-])o1, O=C(Cl)c1cn(-c2ccccc2)nc1-c1ccc([N+](=O)[O-])o1, O=P(Cl)(Cl)Cl. The reactants are [Si](C)(C)(C(C)(C)C)Cl (tert-butyldimethylsilyl chloride), O (water), OC=1C=C2C(CCC(C2=CC1C)=O)(C)C (6-hydroxy-4,4,7-trimethyl-3,4-dihydro-2H-naphthalen-1-one), OC=1C=C2C(CCC(C2=CC1C)=O)(C)C (6-hydroxy-4,4,7-trimethyl-3,4-dihydro-2H-naphthalen-1-one), N1C=NC=C1 (imidazole). Solvent: CN(C=O)C (N,N-dimethyl formamide). Reaction conditions: time 8 hour. Yields the product C(C)(C)(C)[Si](OC=1C=C2C(CCC(C2=CC1C)=O)(C)C)(C)C (6-(tert-Butyl-dimethyl-silanyloxy)-4,4,7-trimethyl-3,4-dihydro-2H-naphthalen-1-one). Isolated yield 78.5%. RXN SMILES: [OH:1][C:2]1[CH:3]=[C:4]2[C:9](=[CH:10][C:11]=1[CH3:12])[C:8](=[O:13])[CH2:7][CH2:6][C:5]2([CH3:15])[CH3:14].N1C=CN=C1.[Si:21](Cl)([C:24]([CH3:27])([CH3:26])[CH3:25])([CH3:23])[CH3:22].O>CN(C)C=O>[C:24]([Si:21]([CH3:23])([CH3:22])[O:1][C:2]1[CH:3]=[C:4]2[C:9](=[CH:10][C:11]=1[CH3:12])[C:8](=[O:13])[CH2:7][CH2:6][C:5]2([CH3:15])[CH3:14])([CH3:27])([CH3:26])[CH3:25]. Procedure: A solution of 6-hydroxy-4,4,7-trimethyl-3,4-dihydro-2H-naphthalen-1-one (Intermediate 171, 2.04 g, 10 mmol) in anhydrous N,N-dimethyl formamide (10 mL) under argon was treated with imidazole (1 g, 14.7 mmol) followed by tert-butyldimethylsilyl chloride (1.5 g, 10 mmol). After stirring the reaction mixture at ambient temperature overnight, it was poured into water and extracted with diethyl ether (×2). The combined organic phase was dried over anhydrous sodium sulfate, filtered and evaporated to ... Starting materials: Cl (hydrochloric acid), C(C1=CC=CC=C1)OCCCCCCCC(C(F)(F)F)(F)F (1-benzyloxy-8,8,9,9,9-pentafluoro-nonane), [Cl-].[Cl-].[Cl-].[Al+3] (aluminum trichloride), CN(C1=CC=CC=C1)C (N,N-dimethylaniline). Run in C(Cl)Cl (methylene chloride). Reaction conditions: time 5 minute. Product: FC(CCCCCCCO)(C(F)(F)F)F (8,8,9,9,9-pentafluoro-nonan-1-ol). Isolated yield 74.4%. Reaction SMILES: C([O:8][CH2:9][CH2:10][CH2:11][CH2:12][CH2:13][CH2:14][CH2:15][C:16]([F:22])([F:21])[C:17]([F:20])([F:19])[F:18])C1C=CC=CC=1.CN(C)C1C=CC=CC=1.[Cl-].[Cl-].[Cl-].[Al+3].Cl>C(Cl)Cl>[F:21][C:16]([F:22])([C:17]([F:18])([F:19])[F:20])[CH2:15][CH2:14][CH2:13][CH2:12][CH2:11][CH2:10][CH2:9][OH:8] |f:2.3.4.5|. Procedure: 16 g of 1-benzyloxy-8,8,9,9,9-pentafluoro-nonane is dissolved in 700 ml of absolute methylene chloride, mixed with 18.4 ml of N,N-dimethylaniline at 0° C. and stirred for 5 minutes. Then, 26.4 g of aluminum trichloride is added in portions, and the reaction mixture is heated for 45 minutes to 50° C. For working-up, the batch is allowed to come to room temperature, it is stirred into 2N hydrochloric acid, extracted 3 times with methylene chloride, dried on magnesium sulfate and concentrated by ev... Starting materials: O1C2=C(N(CC1)CCCNC=1C=C(C=CC1)CC(C(=O)OC)OCC)C=CC=C2 (Methyl 3-[3-{3-(3,4-dihydro-2H-benzo[b][1,4]oxazin-4-yl)propylamino}phenyl]-2-ethoxypropanoate), O.[OH-].[Li+] (lithium hydroxide monohydrate). Yields the product O1C2=C(N(CC1)CCCNC=1C=C(C=CC1)CC(C(=O)O)OCC)C=CC=C2 (3-[3-{3-(3,4-Dihydro-2H-benzo[b][1,4]oxazin-4-yl)propylamino}phenyl]-2-ethoxypropanoic acid). Yield: 60.7%. Reaction SMILES: [O:1]1[CH2:6][CH2:5][N:4]([CH2:7][CH2:8][CH2:9][NH:10][C:11]2[CH:12]=[C:13]([CH2:17][CH:18]([O:23][CH2:24][CH3:25])[C:19]([O:21]C)=[O:20])[CH:14]=[CH:15][CH:16]=2)[C:3]2[CH:26]=[CH:27][CH:28]=[CH:29][C:2]1=2.O.[OH-].[Li+]>>[O:1]1[CH2:6][CH2:5][N:4]([CH2:7][CH2:8][CH2:9][NH:10][C:11]2[CH:12]=[C:13]([CH2:17][CH:18]([O:23][CH2:24][CH3:25])[C:19]([OH:21])=[O:20])[CH:14]=[CH:15][CH:16]=2)[C:3]2[CH:26]=[CH:27][CH:28]=[CH:29][C:2]1=2 |f:1.2.3|. Procedure details: Methyl 3-[3-{3-(3,4-dihydro-2H-benzo[b][1,4]oxazin-4-yl)propylamino}phenyl]-2-ethoxypropanoate (350 mg, 1 eq, 0.87 mmol) obtained in example 13, was hydrolyzed using lithium hydroxide monohydrate (110 mg, 3 eq, 2.64 mmol), in methanol-water at RT till all the starting material is consumed (4 to 5 h). The reaction mixture was diluted with water, acidified (pH ˜4-5) with dil HCl and then extracted with ethyl acetate. The ethyl acetate layer was dried over anhydrous sodium sulfate and concentrated ...